This data is from the Open Reaction Database (ORD), a public repository of structured organic reaction records. The task is: describe an organic reaction: reactants, conditions, products, and yield The reactants are NC1=NC=NC2=C1N=C(N=C2N2CCOCC2)Cl (8-amino-2-chloro-4-morpholino-pyrimido-[5,4-d]-pyrimidine), N1CCNCC1 (piperazine). Product: NC1=NC=NC2=C1N=C(N=C2N2CCOCC2)N2CCNCC2 (8-Amino-4-morpholino-2-piperazino-pyrimido-[5,4-d]-pyrimidine). Reaction SMILES: [NH2:1][C:2]1[C:7]2[N:8]=[C:9](Cl)[N:10]=[C:11]([N:12]3[CH2:17][CH2:16][O:15][CH2:14][CH2:13]3)[C:6]=2[N:5]=[CH:4][N:3]=1.[NH:19]1[CH2:24][CH2:23][NH:22][CH2:21][CH2:20]1>>[NH2:1][C:2]1[C:7]2[N:8]=[C:9]([N:19]3[CH2:24][CH2:23][NH:22][CH2:21][CH2:20]3)[N:10]=[C:11]([N:12]3[CH2:17][CH2:16][O:15][CH2:14][CH2:13]3)[C:6]=2[N:5]=[CH:4][N:3]=1. Reported procedure: This compound was prepared analogous to Example 118 from 8-amino-2-chloro-4-morpholino-pyrimido-[5,4-d]-pyrimidine (m.p.: 206°-208° C.) and piperazine. The reactants are C(Cl)(Cl)Cl (chloroform), C(#N)C1=CC=C(C=O)C=C1 (4-cyanobenzaldehyde), Cl.NCCS (cysteamine HCl). Solvent: C(C)O (ethanol), O (water). Reaction conditions: time 18 hour. Product: S1C(NCC1)C1=CC=C(C#N)C=C1 (4-(1,3-thiazolidin-2-yl)benzonitrile). The yield is 66.9%. RXN SMILES: [C:1]([C:3]1[CH:10]=[CH:9][C:6]([CH:7]=O)=[CH:5][CH:4]=1)#[N:2].Cl.[NH2:12][CH2:13][CH2:14][SH:15].C(Cl)(Cl)Cl>C(O)C.O>[S:15]1[CH2:14][CH2:13][NH:12][CH:7]1[C:6]1[CH:9]=[CH:10][C:3]([C:1]#[N:2])=[CH:4][CH:5]=1 |f:1.2|. Procedure details: To a solution of 4-cyanobenzaldehyde (0.86 g, 6.6 mmol) in ethanol (15 ml) was added a solution of cysteamine HCl (0.5 g, 4.4 mmol) in water (5 ml) and the solution stirred at RT for 18 h. The bulk of the ethanol was removed by rotary evaporator and the residue was treated with water (15 ml) and extracted with diethyl ether (3×20 ml) to remove excess aldehyde. The aqueous layer was basified with solid sodium carbonate (0.3 g) resulting in the formation of an oil. The mixture was extracted with e... The reactants are O=C=Nc1cccc(Cl)c1, ClCCl, NCc1cccc(-c2cccc3nc(Nc4ccc(OCCN5CCCC5)cc4)nn23)c1. Product: O=C(NCc1cccc(-c2cccc3nc(Nc4ccc(OCCN5CCCC5)cc4)nn23)c1)Nc1cccc(Cl)c1. RXN SMILES: [Cl:33][c:34]1[cH:35][c:36]([N:40]=[C:41]=[O:42])[cH:37][cH:38][cH:39]1.[Cl:43][CH2:44][Cl:45].[NH2:1][CH2:2][c:3]1[cH:4][c:5](-[c:9]2[cH:10][cH:11][cH:12][c:13]3[n:14]2[n:15][c:16]([NH:18][c:19]2[cH:20][cH:21][c:22]([O:25][CH2:26][CH2:27][N:28]4[CH2:29][CH2:30][CH2:31][CH2:32]4)[cH:23][cH:24]2)[n:17]3)[cH:6][cH:7][cH:8]1>>[NH:1]([CH2:2][c:3]1[cH:4][c:5](-[c:9]2[cH:10][cH:11][cH:12][c:13]3[n:14]2[n:15][c:16]([NH:18][c:19]2[cH:20][cH:21][c:22]([O:25][CH2:26][CH2:27][N:28]4[CH2:29][CH2:30][CH2:31][CH2:32]4)[cH:23][cH:24]2)[n:17]3)[cH:6][cH:7][cH:8]1)[C:41]([NH:40][c:36]1[cH:35][c:34]([Cl:33])[cH:39][cH:38][cH:37]1)=[O:42].